Dataset: the Open Reaction Database (ORD), a public repository of structured organic reaction records. Task: describe an organic reaction: reactants, conditions, products, and yield Reactants: ClC1=CC=C(C=C1)S(=O)(=O)N=C=O (4-chlorobenzenesulfonylisocyanate), NC1=C(C(=O)O)C=CC(=C1)OC (2-amino-4-methoxybenzoic acid). Yields the product ClC1=CC=C(C=C1)S(=O)(=O)N1C(NC2=CC(=CC=C2C1=O)OC)=O (3-(4-chlorobenzenesulfonyl)-7-methoxy-2,4(1H,3H)-quinazolinedione). The yield is 57.3%. RXN SMILES: [Cl:1][C:2]1[CH:7]=[CH:6][C:5]([S:8]([N:11]=[C:12]=[O:13])(=[O:10])=[O:9])=[CH:4][CH:3]=1.[NH2:14][C:15]1[CH:23]=[C:22]([O:24][CH3:25])[CH:21]=[CH:20][C:16]=1[C:17](O)=[O:18]>>[Cl:1][C:2]1[CH:3]=[CH:4][C:5]([S:8]([N:11]2[C:17](=[O:18])[C:16]3[C:15](=[CH:23][C:22]([O:24][CH3:25])=[CH:21][CH:20]=3)[NH:14][C:12]2=[O:13])(=[O:9])=[O:10])=[CH:6][CH:7]=1. Procedure details: 313 mg (1.44 mmol) of 4-chlorobenzenesulfonylisocyanate and 200 mg (1.20 mmol) of 2-amino-4-methoxybenzoic acid were treated in the same way as in Example 1 to obtain 252 mg of the above-identified compound (yield 62.8%). Properties: colorless crystal, Melting point: 205°-206° C., PMR (δppm, DMSO-d6):3.79 (3H,s), 7.08 (1H,d), 7.28-7.30 (2H,m), 7.75 (2H,d), 8.16 (2H,d), 11.42 (1H,br).